This data is from the Open Reaction Database (ORD), a public repository of structured organic reaction records. The task is: describe an organic reaction: reactants, conditions, products, and yield Reactants: FC1=C(N)C=CC=C1 (2-fluoroaniline), C(CCC)[Li] (n-butyllithium), solution, [N+](=O)([O-])C1=C(CBr)C=CC=C1 (2-nitrobenzylbromide). The solvent is O1CCCC1 (tetrahydrofuran), hexanes, C(C)OCC (ethyl ether), O1CCCC1 (tetrahydrofuran). Reaction conditions: time 1 hour. Yields the product ethyl acetate hexanes, FC1=C(NCC2=C(C=CC=C2)[N+](=O)[O-])C=CC=C1 (2-fluoro-N-(2-nitrobenzyl)aniline). The yield is 77.9%. Reaction SMILES: [F:1][C:2]1[CH:8]=[CH:7][CH:6]=[CH:5][C:3]=1[NH2:4].C([Li])CCC.[N+:14]([C:17]1[CH:24]=[CH:23][CH:22]=[CH:21][C:18]=1[CH2:19]Br)([O-:16])=[O:15]>O1CCCC1.C(OCC)C>[F:1][C:2]1[CH:8]=[CH:7][CH:6]=[CH:5][C:3]=1[NH:4][CH2:19][C:18]1[CH:21]=[CH:22][CH:23]=[CH:24][C:17]=1[N+:14]([O-:16])=[O:15]. Procedure: A solution of 2-fluoroaniline (6.8 mL, 70 mmol) in tetrahydrofuran (200 mL) was cooled to −78° C. and treated with n-butyllithium (31 mL of a 2.5 M solution in hexanes, 77 mmol). After 1 h, the reaction mixture was treated with a solution of 2-nitrobenzylbromide (15.1 g, 70 mL) in tetrahydrofuran (50 mL), and warmed to room temperature and stirred for 16 h. The reaction mixture was diluted with ethyl ether (500 mL), and washed with H2O (500 mL), and evaporated. Flash chromatography (SiO2, 5-20% ... The reactants are C1CCOC1, CCCC[N+](CCCC)(CCCC)CCCC, CO, [F-], C[Si](C)(C)C(F)(F)F, O=C(Cc1ccc2c(cnn2-c2ccccc2)c1)c1ccccc1. Product: OC(Cc1ccc2c(cnn2-c2ccccc2)c1)(c1ccccc1)C(F)(F)F. RXN SMILES: [CH2:51]1[O:52][CH2:53][CH2:54][CH2:55]1.[CH3:34][CH2:35][CH2:36][CH2:37][N+:38]([CH2:39][CH2:40][CH2:41][CH3:42])([CH2:43][CH2:44][CH2:45][CH3:46])[CH2:47][CH2:48][CH2:49][CH3:50].[CH3:56][OH:57].[F-:33].[F:25][C:26]([F:27])([F:28])[Si:29]([CH3:30])([CH3:31])[CH3:32].[c:1]1([C:7]([CH2:8][c:9]2[cH:10][c:11]3[cH:12][n:13][n:14](-[c:18]4[cH:19][cH:20][cH:21][cH:22][cH:23]4)[c:15]3[cH:16][cH:17]2)=[O:24])[cH:2][cH:3][cH:4][cH:5][cH:6]1>>[c:1]1([C:7]([CH2:8][c:9]2[cH:10][c:11]3[cH:12][n:13][n:14](-[c:18]4[cH:19][cH:20][cH:21][cH:22][cH:23]4)[c:15]3[cH:16][cH:17]2)([OH:24])[C:26]([F:25])([F:27])[F:28])[cH:2][cH:3][cH:4][cH:5][cH:6]1. Starting materials: C(CC(=O)OC)(=O)OC (dimethyl malonate), C(=O)([O-])[O-].[K+].[K+] (K2CO3), BrC1=CC(=C(C=C1)F)[N+](=O)[O-] (4-bromo-1-fluoro-2-nitrobenzene). Solvent: O (water), COCCOC (DME). Reaction conditions: time 30 minute. Yields the product BrC1=CC(=C(C=C1)C(C(=O)OC)C(=O)OC)[N+](=O)[O-] (1,3-dimethyl 2-(4-bromo-2-nitrophenyl)propanedioate). RXN SMILES: [C:1]([O:8][CH3:9])(=[O:7])[CH2:2][C:3]([O:5][CH3:6])=[O:4].C([O-])([O-])=O.[K+].[K+].[Br:16][C:17]1[CH:22]=[CH:21][C:20](F)=[C:19]([N+:24]([O-:26])=[O:25])[CH:18]=1>COCCOC.O>[Br:16][C:17]1[CH:22]=[CH:21][C:20]([CH:2]([C:1]([O:8][CH3:9])=[O:7])[C:3]([O:5][CH3:6])=[O:4])=[C:19]([N+:24]([O-:26])=[O:25])[CH:18]=1 |f:1.2.3|. Reported procedure: To a solution of dimethyl malonate (7.8 mL, 68.2 mmol) in DME (100 mL) at 0° C. was added K2CO3 (12.6 g, 91.0 mmol). The reaction mixture was stirred for 30 min, and then 4-bromo-1-fluoro-2-nitrobenzene (10.0 g, 45.5 mmol) was added. The reaction mixture stirred at 40° C. overnight. The reaction was cooled, diluted with water (200 mL), and extracted with EtOAc (100 mL×3). The combined organic layers were washed with brine (100 mL), dried (Na2SO4) and concentrated. The residue was triturated with... Reactants: [OH-].[K+] (potassium hydroxide), [Na] (sodium), CC1=C(C=C(C=C1)N)NC(=N)N ((2-methyl-5-aminophenyl)guanidine), O=C(CC=O)C=1C=NC=CC1 (β-oxo-3-pyridinepropanal), salt. The solvent is C(C)(=O)O (acetic acid), C(CCC)O (n-butanol). Yields the product CC1=C(C=C(C=C1)N)NC1=NC=CC(=N1)C=1C=NC=CC1 (4-methyl-N3-[4-(3-pyridinyl)-2-pyrimidinyl]-1,3-benzenediamine). Reaction SMILES: [Na].O=[C:3]([C:7]1[CH:8]=[N:9][CH:10]=[CH:11][CH:12]=1)[CH2:4][CH:5]=O.[CH3:13][C:14]1[CH:19]=[CH:18][C:17]([NH2:20])=[CH:16][C:15]=1[NH:21][C:22]([NH2:24])=[NH:23].[OH-].[K+]>C(O)CCC.C(O)(=O)C>[CH3:13][C:14]1[CH:19]=[CH:18][C:17]([NH2:20])=[CH:16][C:15]=1[NH:21][C:22]1[N:24]=[C:3]([C:7]2[CH:8]=[N:9][CH:10]=[CH:11][CH:12]=2)[CH:4]=[CH:5][N:23]=1 |f:3.4,^1:0|. Reported procedure: Under inert atmosphere, 16 g sodium salt of β-oxo-3-pyridinepropanal, with HPLC purity of 99% (A %) and 25% salt content (residue by calcination), and 11.7 g (2-methyl-5-aminophenyl)guanidine in 115 mL n-butanol is suspended. 9 mL acetic acid is added, and the mixture is stirred at room temperature for an hour. 6 g potassium hydroxide is added portionwise, and the mixture is refluxed for 18 hours, removing the water with a Dean Stark apparatus. Once completed the conversion, the suspension is co...